Dataset: the Open Reaction Database (ORD), a public repository of structured organic reaction records. Task: describe an organic reaction: reactants, conditions, products, and yield The reactants are CC#N, N#Cc1c(F)ccc2c(C=O)c[nH]c12, CCOC(=O)C=P(c1ccccc1)(c1ccccc1)c1ccccc1. The product is CCOC(=O)C=Cc1c[nH]c2c(C#N)c(F)ccc12. Reaction SMILES: [CH3:40][C:41]#[N:42].[F:1][c:2]1[cH:3][cH:4][c:5]2[c:6]([CH:13]=[O:14])[cH:7][nH:8][c:9]2[c:10]1[C:11]#[N:12].[c:15]1([P:16]([c:17]2[cH:18][cH:19][cH:20][cH:21][cH:22]2)([c:23]2[cH:24][cH:25][cH:26][cH:27][cH:28]2)=[CH:34][C:35](=[O:36])[O:37][CH2:38][CH3:39])[cH:29][cH:30][cH:31][cH:32][cH:33]1>>[F:1][c:2]1[cH:3][cH:4][c:5]2[c:6]([CH:13]=[CH:34][C:35](=[O:36])[O:37][CH2:38][CH3:39])[cH:7][nH:8][c:9]2[c:10]1[C:11]#[N:12]. Reactants: COC1=CC=C(CN2C(N(C(C3=C2NN=C3NC3=CC=CC=C3)=O)C)=O)C=C1 (7-(4-Methoxybenzyl)-5-methyl-3-(phenylamino)-1H-pyrazolo[3,4-d]pyrimidine-4,6(5H,7H)-dione), C(=O)(C(F)(F)F)O (TFA), FC(S(=O)(=O)O)(F)F (trifluoromethanesulfonic acid). The solvent is C(Cl)Cl (CH2Cl2). The product is CN1C(NC2=C(C1=O)C(=NN2)NC2=CC=CC=C2)=O (5-Methyl-3-(phenylamino)-1H-pyrazolo[3,4-d]pyrimidine-4,6(5H,7H)-dione). As a reaction SMILES: COC1C=CC(C[N:8]2[C:13]3[NH:14][N:15]=[C:16]([NH:17][C:18]4[CH:23]=[CH:22][CH:21]=[CH:20][CH:19]=4)[C:12]=3[C:11](=[O:24])[N:10]([CH3:25])[C:9]2=[O:26])=CC=1.C(O)(C(F)(F)F)=O.FC(F)(F)S(O)(=O)=O>C(Cl)Cl>[CH3:25][N:10]1[C:11](=[O:24])[C:12]2[C:16]([NH:17][C:18]3[CH:23]=[CH:22][CH:21]=[CH:20][CH:19]=3)=[N:15][NH:14][C:13]=2[NH:8][C:9]1=[O:26]. Procedure: To a solution of 7-(4-Methoxybenzyl)-5-methyl-3-(phenylamino)-1H-pyrazolo[3,4-d]pyrimidine-4,6(5H,7H)-dione (6.6 g, 17.5 mmol) in CH2Cl2 (200 mL) is added TFA (30 mL) slowly at room temperature, followed by adding trifluoromethanesulfonic acid (10 mL) dropwise. After the reaction mixture is stirred at r.t. for 2 hours, solvent is removed under reduced pressure, and then 200 mL of 1N NaOH is added with cooling. The mixture is extracted with ethyl acetate five times, dried over Na2SO4, and then fi... Conditions: time 2 hour. Yield: 95.5%. The reactants are NC1=C2C=CC=C(C2=CC=C1)O (5-amino-1-naphthol), C1(=CC(=CC=C1)S(=O)(=O)Cl)S(=O)(=O)Cl (benzene-1,3-disulfonyl chloride), Cl (hydrochloric acid), C(O)([O-])=O.[Na+] (sodium hydrogen carbonate). Solvent: CO (methanol), C(C)#N (acetonitrile). Reaction conditions: time 1 hour. Yields the product ClS(=O)(=O)C=1C=C(C=CC1)S(=O)(=O)NC1=C2C=CC=C(C2=CC=C1)O (5-(3-Chlorosulfonylbenzenesulfonamido)-1-naphthol). The yield is 55.3%. Reaction SMILES: [NH2:1][C:2]1[CH:11]=[CH:10][CH:9]=[C:8]2[C:3]=1[CH:4]=[CH:5][CH:6]=[C:7]2[OH:12].[C:13]1([S:23](Cl)(=[O:25])=[O:24])[CH:18]=[CH:17][CH:16]=[C:15]([S:19]([Cl:22])(=[O:21])=[O:20])[CH:14]=1.C(=O)([O-])O.[Na+].Cl>CO.C(#N)C>[Cl:22][S:19]([C:15]1[CH:14]=[C:13]([S:23]([NH:1][C:2]2[CH:11]=[CH:10][CH:9]=[C:8]3[C:3]=2[CH:4]=[CH:5][CH:6]=[C:7]3[OH:12])(=[O:25])=[O:24])[CH:18]=[CH:17][CH:16]=1)(=[O:20])=[O:21] |f:2.3|. Procedure: To a stirred mixture of 2.1 g of 5-amino-1-naphthol (1/2 H2SO4 salt), 4.2 g of benzene-1,3-disulfonyl chloride, 10 ml of acetonitrile and 30 ml of methanol was added portionwise 3.4 g of sodium hydrogen carbonate at a temperature of 0° to 5° C. The mixture was stirred for 1 hour at 0° to 5° C. and poured into 300 ml of a 3% hydrochloric acid aqueous solution. The precipitated crude product was collected by filtration and recrystallized from benzene-ethyl acetate (1:1 by volume) to produce 2.9 g ... Reactants: ClC=1C=C(C(=O)N[C@@H](CC2=CC=C(C=C2)C=2N=C(N(C2)C)C(C)=NO)CCO)C=CC1OC(C)C ((S)-3-chloro-N-(4-hydroxy-1-(4-(2-(1-(hydroxyimino)ethyl)-1-methyl-1H-imidazol-4-yl)phenyl)butan-2-yl)-4-isopropoxybenzamide), [BH4-].[Na+] (NaBH4), C1CCOC1.CO (THF MeOH). Reaction conditions: time 10 minute. Product: ClC=1C=C(C(=O)N[C@@H](CC2=CC=C(C=C2)C=2N=C(N(C2)C)C2(OCCO2)C)CCO)C=CC1OC(C)C ((S)-3-chloro-N-(4-hydroxy-1-(4-(1-methyl-2-(2-methyl-1,3-dioxolan-2-yl)-1H-imidazol-4-yl)phenyl)butan-2-yl)-4-isopropoxybenzamide). Yield: 99.0%. RXN SMILES: [Cl:1][C:2]1[CH:3]=[C:4]([CH:29]=[CH:30][C:31]=1[O:32][CH:33]([CH3:35])[CH3:34])[C:5]([NH:7][C@H:8]([CH2:26][CH2:27][OH:28])[CH2:9][C:10]1[CH:15]=[CH:14][C:13]([C:16]2[N:17]=[C:18]([C:22](=NO)[CH3:23])[N:19]([CH3:21])[CH:20]=2)=[CH:12][CH:11]=1)=[O:6].[BH4-].[Na+].[CH2:38]1[CH2:42][O:41]CC1.C[OH:44]>>[Cl:1][C:2]1[CH:3]=[C:4]([CH:29]=[CH:30][C:31]=1[O:32][CH:33]([CH3:34])[CH3:35])[C:5]([NH:7][C@H:8]([CH2:26][CH2:27][OH:28])[CH2:9][C:10]1[CH:15]=[CH:14][C:13]([C:16]2[N:17]=[C:18]([C:22]3([CH3:23])[O:44][CH2:38][CH2:42][O:41]3)[N:19]([CH3:21])[CH:20]=2)=[CH:12][CH:11]=1)=[O:6] |f:1.2,3.4|. Procedure: To a solution of 3 (3.0 g, 10.8 mmol) in THF/MeOH (10 mL/10 mL) was slowly added NaBH4 (407 mg, 10.8 mmol). The mixture was stirred for 10 min, quenched by saturated NH4Cl and partitioned between EtOAc and H2O. The organic layer was washed with Sat NaHCO3, brine, dried over Na2SO4, filtered and concentrated to give 4 (3.0 g, 99%), which was used without further purification. LRMS (M+H+) m/z 281.0. The reactants are O=C1N(Cc2ccc(Cl)s2)c2ccccc2C1(CO)c1cc(OCc2ccccc2)ccc1O, CCCCP(CCCC)CCCC, CC(C)(C)OC(=O)N=NC(=O)OC(C)(C)C, C1CCOC1. Yields the product O=C1N(Cc2ccc(Cl)s2)c2ccccc2C12COc1ccc(OCc3ccccc3)cc12. RXN SMILES: [CH2:1]([c:2]1[cH:3][cH:4][cH:5][cH:6][cH:7]1)[O:8][c:9]1[cH:10][cH:11][c:12]([OH:34])[c:13]([C:15]2([CH2:32][OH:33])[C:16](=[O:31])[N:17]([CH2:24][c:25]3[s:26][c:27]([Cl:30])[cH:28][cH:29]3)[c:18]3[cH:19][cH:20][cH:21][cH:22][c:23]32)[cH:14]1.[CH2:35]([P:36]([CH2:37][CH2:38][CH2:39][CH3:40])[CH2:41][CH2:42][CH2:43][CH3:44])[CH2:45][CH2:46][CH3:47].[N:48]([C:49]([O:50][C:51]([CH3:52])([CH3:53])[CH3:54])=[O:55])=[N:56][C:57]([O:58][C:59]([CH3:60])([CH3:61])[CH3:62])=[O:63].[O:64]1[CH2:65][CH2:66][CH2:67][CH2:68]1>>[CH2:1]([c:2]1[cH:3][cH:4][cH:5][cH:6][cH:7]1)[O:8][c:9]1[cH:10][cH:11][c:12]2[c:13]([cH:14]1)[C:15]1([C:16](=[O:31])[N:17]([CH2:24][c:25]3[s:26][c:27]([Cl:30])[cH:28][cH:29]3)[c:18]3[cH:19][cH:20][cH:21][cH:22][c:23]31)[CH2:32][O:33]2. Starting materials: NC1=CC=C(C=C1)C=1OC=2C(N1)=C(C=CC2)C(=O)N (2-(4-aminophenyl)benzo[d]oxazole-4-carboxamide), N1=CC=CC=C1 (pyridine), C(C)(=O)Cl (acetyl chloride). Solvent: ClCCl (dichloromethane). Run at time 4 hour. The product is C(C)(=O)NC1=CC=C(C=C1)C=1OC=2C(N1)=C(C=CC2)C(=O)N (2-(4-acetamidophenyl)benzo[d]oxazole-4-carboxamide). The yield is 89.0%. As a reaction SMILES: [NH2:1][C:2]1[CH:7]=[CH:6][C:5]([C:8]2[O:9][C:10]3[C:11](=[C:13]([C:17]([NH2:19])=[O:18])[CH:14]=[CH:15][CH:16]=3)[N:12]=2)=[CH:4][CH:3]=1.N1C=CC=CC=1.[C:26](Cl)(=[O:28])[CH3:27]>ClCCl>[C:26]([NH:1][C:2]1[CH:3]=[CH:4][C:5]([C:8]2[O:9][C:10]3[C:11](=[C:13]([C:17]([NH2:19])=[O:18])[CH:14]=[CH:15][CH:16]=3)[N:12]=2)=[CH:6][CH:7]=1)(=[O:28])[CH3:27]. Reported procedure: To a solution of 2-(4-aminophenyl)benzo[d]oxazole-4-carboxamide (150 mg, 0.59 mmol) in dichloromethane (5 mL) was added pyridine (51 mg, 0.65 mmol) and acetyl chloride (49 mg, 0.62 mmol) at 0° C., and the mixture was stirred at room temperature for 4 hr, then the solvent was evaporated under reduced pressure and the residue was re-crystallized in methanol to obtain 2-(4-acetamidophenyl)benzo[d]oxazole-4-carboxamide as a white solid (155 mg, yield 89%). 1H-NMR (400 MHz, DMSO-d6) δ 2.10 (s, 3H), 7...